This data is from the Open Reaction Database (ORD), a public repository of structured organic reaction records. The task is: describe an organic reaction: reactants, conditions, products, and yield Starting materials: [N+](=O)([O-])C=1C=C(C(=O)O)C=C(C1)C(F)(F)F (3-nitro-5-trifluormethyl-benzoic acid), N1CCCCC1 (piperidine). Run in CCCCCC.CCOC(=O)C (hexane AcOEt). Yields the product N1(CCCCC1)C(=O)C1=CC(=CC(=C1)C(F)(F)F)[N+](=O)[O-] ((Piperidin-1-yl)-(3-nitro-5-trifluormethyl-phenyl)-methanone). Reaction SMILES: [N+:1]([C:4]1[CH:5]=[C:6]([CH:10]=[C:11]([C:13]([F:16])([F:15])[F:14])[CH:12]=1)[C:7]([OH:9])=O)([O-:3])=[O:2].[NH:17]1[CH2:22][CH2:21][CH2:20][CH2:19][CH2:18]1>CCCCCC.CCOC(C)=O>[N:17]1([C:7]([C:6]2[CH:10]=[C:11]([C:13]([F:16])([F:15])[F:14])[CH:12]=[C:4]([N+:1]([O-:3])=[O:2])[CH:5]=2)=[O:9])[CH2:22][CH2:21][CH2:20][CH2:19][CH2:18]1 |f:2.3|. Procedure details: Prepared from 3-nitro-5-trifluormethyl-benzoic acid and piperidine (TPTU, CH2Cl2/CH3CN, Et3N): MS: [M+1]+=303; TLC Rf=0.27 (hexane/AcOEt 7:3). Reactants: CCOC(=O)c1cccc(Oc2ncccc2C(=O)NCc2ccc(CN)cc2)c1, CCN=C=NCCCN(C)C, CN1CCOCC1, CN(C)C=O, Cl, Cl, On1nnc2ccccc21, O=C(O)c1cccc(O)c1. Product: CCOC(=O)c1cccc(Oc2ncccc2C(=O)NCc2ccc(CNC(=O)c3cccc(O)c3)cc2)c1. Reaction SMILES: [CH2:34]([CH3:35])[O:36][C:37]([c:38]1[cH:39][c:40]([O:44][c:45]2[n:46][cH:47][cH:48][cH:49][c:50]2[C:51]([NH:52][CH2:53][c:54]2[cH:55][cH:56][c:57]([CH2:60][NH2:61])[cH:58][cH:59]2)=[O:62])[cH:41][cH:42][cH:43]1)=[O:63].[CH3:22][N:23]([CH3:24])[CH2:25][CH2:26][CH2:27][N:28]=[C:29]=[N:30][CH2:31][CH3:32].[CH3:64][N:65]1[CH2:66][CH2:67][O:68][CH2:69][CH2:70]1.[CH3:71][N:72]([CH3:73])[CH:74]=[O:75].[ClH:21].[ClH:33].[OH:11][n:12]1[c:13]2[cH:14][cH:15][cH:16][cH:17][c:18]2[n:19][n:20]1.[OH:1][c:2]1[cH:3][c:4]([C:5](=[O:6])[OH:7])[cH:8][cH:9][cH:10]1>>[OH:1][c:2]1[cH:3][c:4]([C:5](=[O:6])[NH:61][CH2:60][c:57]2[cH:56][cH:55][c:54]([CH2:53][NH:52][C:51]([c:50]3[c:45]([O:44][c:40]4[cH:39][c:38]([C:37]([O:36][CH2:34][CH3:35])=[O:63])[cH:43][cH:42][cH:41]4)[n:46][cH:47][cH:48][cH:49]3)=[O:62])[cH:59][cH:58]2)[cH:8][cH:9][cH:10]1. The reactants are [OH-].[Na+] (NaOH), FC=1C(=CC2=C(NC(=N2)OC2=CC(=C(C=C2)C)C(=O)OC)C1)C1=CC=C(C=C1)C1=CC=C(C=C1)C(=O)[O-] (4′-{6-fluoro-2-[3-(methoxycarbonyl)-4-methylphenoxy]-1H-benzimidazol-5-yl}biphenyl-4-carboxylate). Run in CO (MeOH), O (water). Conditions: temperature 70 celsius. Product: C(=O)(O)C=1C=C(OC2=NC3=C(N2)C=C(C(=C3)C3=CC=C(C=C3)C3=CC=C(C=C3)C(=O)O)F)C=CC1C (4′-[2-(3-carboxy-4-methylphenoxy)-6-fluoro-1H-benzimidazol-5-yl]biphenyl-4-carboxylic acid). As a reaction SMILES: [OH-].[Na+].[F:3][C:4]1[C:5]([C:25]2[CH:30]=[CH:29][C:28]([C:31]3[CH:36]=[CH:35][C:34]([C:37]([O-:39])=[O:38])=[CH:33][CH:32]=3)=[CH:27][CH:26]=2)=[CH:6][C:7]2[N:11]=[C:10]([O:12][C:13]3[CH:18]=[CH:17][C:16]([CH3:19])=[C:15]([C:20]([O:22]C)=[O:21])[CH:14]=3)[NH:9][C:8]=2[CH:24]=1>CO.O>[C:20]([C:15]1[CH:14]=[C:13]([CH:18]=[CH:17][C:16]=1[CH3:19])[O:12][C:10]1[NH:9][C:8]2[CH:24]=[C:4]([F:3])[C:5]([C:25]3[CH:30]=[CH:29][C:28]([C:31]4[CH:36]=[CH:35][C:34]([C:37]([OH:39])=[O:38])=[CH:33][CH:32]=4)=[CH:27][CH:26]=3)=[CH:6][C:7]=2[N:11]=1)([OH:22])=[O:21] |f:0.1|. Reported procedure: 5 M aqueous NaOH (3 mL) was added to a solution of ethyl, 4′-{6-fluoro-2-[3-(methoxycarbonyl)-4-methylphenoxy]-1H-benzimidazol-5-yl}biphenyl-4-carboxylate (750 mg, 1.43 mmol) in MeOH (30 mL). The solution was diluted with water until cloudy and heated at 70° C. for 20 min. Volatiles were removed and the residue was-dissolved in 20 ml water and acidified with 2 N aqueous HCl. The precipitated white solid was filtered and dried to afford the title compound as a white solid. LC-MS: calculated for C...